The task is: describe an organic reaction: reactants, conditions, products, and yield. This data is from the Open Reaction Database (ORD), a public repository of structured organic reaction records. Starting materials: C(=O)([O-])[O-].[K+].[K+] (K2CO3), C(CC)OC(CC1=CC(=C(C=C1)O)OC)=O (3-methoxy-4-hydroxyphenylacetic acid propyl ester), ClCC(=O)N(CC)CC (2-chloro-N,N-diethylacetamide). The solvent is CC(=O)C (acetone). Reaction conditions: temperature 60 celsius. The product is C(CC)OC(CC1=CC(=C(C=C1)OCC(N(CC)CC)=O)OC)=O ([4-[(N,N-diethylcarbamoyl)methoxy]-3-methoxyphenyl]acetic acid propyl ester). Isolated yield 95.0%. Reaction SMILES: [CH2:1]([O:4][C:5](=[O:16])[CH2:6][C:7]1[CH:12]=[CH:11][C:10]([OH:13])=[C:9]([O:14][CH3:15])[CH:8]=1)[CH2:2][CH3:3].C([O-])([O-])=O.[K+].[K+].Cl[CH2:24][C:25]([N:27]([CH2:30][CH3:31])[CH2:28][CH3:29])=[O:26]>CC(C)=O>[CH2:1]([O:4][C:5](=[O:16])[CH2:6][C:7]1[CH:12]=[CH:11][C:10]([O:13][CH2:24][C:25](=[O:26])[N:27]([CH2:30][CH3:31])[CH2:28][CH3:29])=[C:9]([O:14][CH3:15])[CH:8]=1)[CH2:2][CH3:3] |f:1.2.3|. Procedure details: 3-Methoxy-4-hydroxyphenylacetic acid propyl ester (15-A) was dissolved in acetone. To the solution, 2 equivalents of K2CO3 were added, followed by 1.2 equivalent of 2-chloro-N,N-diethylacetamide. Under vigorous stirring, the suspension was warmed to reflux (60° C.) for ˜15 hours. After cooling to room temperature the reaction mixture was filtered and the remaining solvent removed under reduced pressure, giving a 95% yield of a dark yellow oil. The oily product was purified by silica column chrom... Reactants: CO, COC(=O)C1(CN)CC12CCCC2. Yields the product NCC1(C(=O)O)CC12CCCC2. RXN SMILES: [CH3:14][OH:15].[CH3:1][O:2][C:3](=[O:4])[C:5]1([CH2:12][NH2:13])[CH2:6][C:7]12[CH2:8][CH2:9][CH2:10][CH2:11]2>>[O:2]=[C:3]([OH:4])[C:5]1([CH2:12][NH2:13])[CH2:6][C:7]12[CH2:8][CH2:9][CH2:10][CH2:11]2. The reactants are [OH-].[K+] (potassium hydroxide), OC=1C=C2C=CC(=CC2=CC1)C(=O)O (6-Hydroxynaphthalene-2-carboxylic acid), BrCCCCCCCC (1-bromooctane), [OH-].[K+] (potassium hydroxide), C(C)O (ethanol). The solvent is O (water), O (water). Reaction conditions: time 2 hour. Yields the product C(CCCCCCC)OC=1C=C2C=CC(=CC2=CC1)C(=O)O (6-n-Octoxynaphthalene-2-carboxylic acid). As a reaction SMILES: [OH:1][C:2]1[CH:3]=[C:4]2[C:9](=[CH:10][CH:11]=1)[CH:8]=[C:7]([C:12]([OH:14])=[O:13])[CH:6]=[CH:5]2.Br[CH2:16][CH2:17][CH2:18][CH2:19][CH2:20][CH2:21][CH2:22][CH3:23].[OH-].[K+].C(O)C>O>[CH2:16]([O:1][C:2]1[CH:3]=[C:4]2[C:9](=[CH:10][CH:11]=1)[CH:8]=[C:7]([C:12]([OH:14])=[O:13])[CH:6]=[CH:5]2)[CH2:17][CH2:18][CH2:19][CH2:20][CH2:21][CH2:22][CH3:23] |f:2.3|. Reported procedure: 6-Hydroxynaphthalene-2-carboxylic acid (39.8 g), 1-bromooctane (61.3 g), potassium hydroxide (23.7 g), ethanol (900 ml) and water (120 ml) were stirred and refluxed for 16 hours. 10% Aqueous potassium hydroxide (200 ml) was added and refluxing was continued for a further 2 hours, when the solution was poured into water (5 liter) and acidified to ph 1. The solid was filtered, washed with water, dried and recrystallised from acetic acid to give the product (49.0 g, 77.2% theory) as a white crystal...